From a dataset of the Open Reaction Database (ORD), a public repository of structured organic reaction records. describe an organic reaction: reactants, conditions, products, and yield The reactants are ClC1=NNC(C=2CCCCC12)=O (4-chloro-5,6,7,8-tetrahydrophthalazin-1(2H)-one), N1CCNCC1 (piperazine), C(O)([O-])=O.[Na+] (sodium hydrogen carbonate). The solvent is C(CO)O (ethylene glycol). Conditions: temperature 200 celsius, time 7 hour. Product: Cl.N1(CCNCC1)C1=NNC(C=2CCCCC12)=O (4-(piperazin-1-yl)-5,6,7,8-tetrahydrophthalazin-1(2H)-one hydrochloride). Reaction SMILES: [Cl:1][C:2]1[C:11]2[CH2:10][CH2:9][CH2:8][CH2:7][C:6]=2[C:5](=[O:12])[NH:4][N:3]=1.[NH:13]1[CH2:18][CH2:17][NH:16][CH2:15][CH2:14]1.C(=O)([O-])O.[Na+]>C(O)CO>[ClH:1].[N:13]1([C:2]2[C:11]3[CH2:10][CH2:9][CH2:8][CH2:7][C:6]=3[C:5](=[O:12])[NH:4][N:3]=2)[CH2:18][CH2:17][NH:16][CH2:15][CH2:14]1 |f:2.3,5.6|. Procedure details: To a suspension of 4-chloro-5,6,7,8-tetrahydrophthalazin-1(2H)-one (150 mg; CAS Registry No. 89981-21-5; the compound described in Yakugaku Zassi., 82, 302-303 (1962)) in ethylene glycol (1.6 mL) was added piperazine (420 mg) and the mixture was stirred at 200° C. for 7 hours. After cooling to room temperature, the reaction mixture was poured in a cold saturated aqueous sodium hydrogen carbonate solution and extracted with chloroform. The extract was washed brine, dried over anhydrous magnesium ... The reactants are OC([C@H](N)C(=O)O)C(=O)O (β-Hydroxyaspartic acid), O=C(C(=O)O)CC (2-oxobutanoic acid), O=C(C(=O)O)CCC (2-oxopentanoic acid), CC(CC(C(=O)O)=O)C (4-methyl,2-oxopentanoic acid). The product is N[C@@H](CC(=O)O)C(=O)O (aspartic acid). RXN SMILES: O=C(CC)C(O)=O.O=C(CCC)C(O)=O.CC(C)CC(=O)C(O)=O.O[CH:26]([C:32]([OH:34])=[O:33])[C@@H:27]([C:29]([OH:31])=[O:30])[NH2:28]>>[NH2:28][C@H:27]([C:29]([OH:31])=[O:30])[CH2:26][C:32]([OH:34])=[O:33]. Procedure: β-hydroxy, aspartic acid derviatives 12b-d were prepared from copperglycinate and 2-oxobutanoic acid, 2-oxopentanoic acid and 4-methyl,2-oxopentanoic acid, respectively, according to the procedure described by L. Benoiton et al. (J. Am. Chem. Soc, 81, 1726-1729, 1959). β-Hydroxyaspartic acid was obtained from Sigma Chem. Comp.